This data is from the Open Reaction Database (ORD), a public repository of structured organic reaction records. The task is: describe an organic reaction: reactants, conditions, products, and yield The reactants are [BH4-], CC(C)(C)OC(=O)N1C2CC(CC2=O)C1C(=O)N1CCCC1C#N, CO, [Na+], O=C(O)CC(O)(CC(=O)O)C(=O)O. The product is CC(C)(C)OC(=O)N1C2CC(CC2O)C1C(=O)N1CCCC1C#N. RXN SMILES: [BH4-:25].[C:1](#[N:2])[CH:3]1[N:4]([C:8](=[O:9])[CH:10]2[N:11]([C:18](=[O:19])[O:20][C:21]([CH3:22])([CH3:23])[CH3:24])[CH:12]3[C:13](=[O:17])[CH2:14][CH:15]2[CH2:16]3)[CH2:5][CH2:6][CH2:7]1.[CH3:40][OH:41].[Na+:26].[OH:27][C:28]([CH2:29][C:30]([C:31](=[O:32])[OH:33])([CH2:34][C:35](=[O:36])[OH:37])[OH:38])=[O:39]>>[C:1](#[N:2])[CH:3]1[N:4]([C:8](=[O:9])[CH:10]2[N:11]([C:18](=[O:19])[O:20][C:21]([CH3:22])([CH3:23])[CH3:24])[CH:12]3[CH:13]([OH:17])[CH2:14][CH:15]2[CH2:16]3)[CH2:5][CH2:6][CH2:7]1. Starting materials: C1CCOC1, [H-], CI, [Na+], O=C1NCCc2c(-c3ccccc3)[nH]c3cccc1c23. Product: Cn1c(-c2ccccc2)c2c3c(cccc31)C(=O)NCC2. RXN SMILES: [CH2:25]1[O:26][CH2:27][CH2:28][CH2:29]1.[H-:22].[I:23][CH3:24].[Na+:21].[c:1]1(-[c:7]2[nH:8][c:9]3[cH:10][cH:11][cH:12][c:13]4[c:14]3[c:15]2[CH2:16][CH2:17][NH:18][C:19]4=[O:20])[cH:2][cH:3][cH:4][cH:5][cH:6]1>>[c:1]1(-[c:7]2[n:8]([CH3:24])[c:9]3[cH:10][cH:11][cH:12][c:13]4[c:14]3[c:15]2[CH2:16][CH2:17][NH:18][C:19]4=[O:20])[cH:2][cH:3][cH:4][cH:5][cH:6]1.